This data is from the Open Reaction Database (ORD), a public repository of structured organic reaction records. The task is: describe an organic reaction: reactants, conditions, products, and yield The product is FC=1C(=C(C=CC1)CO)OC ((3-Fluoro-2-methoxyphenyl)methanol). Procedure details: To a solution of 3-fluoro-2-methoxy-benzaldehyde (3.41 g, 22.1 mmol) in methanol (20 mL) is slowly added portionwise sodium borohydride (1.00 g, 26.6 mmol). The reaction is stirred at room temperature under nitrogen overnight. The reaction is diluted with diethyl ether, washed with water twice, dried over anhydrous sodium sulfate, filtered, and concentrated to afford 3.02 g (87%) of the title compound as a clear colorless oil. 1H NMR (400 MHz, CDCl3) δ 7.09-6.92 (m, 3H), 4.65 (d, 2H), 3.97 (s, 3... The yield is 87.5%. Conditions: time 8 hour. Starting materials: FC=1C(=C(C=O)C=CC1)OC (3-fluoro-2-methoxy-benzaldehyde), [BH4-].[Na+] (sodium borohydride). As a reaction SMILES: [F:1][C:2]1[C:3]([O:10][CH3:11])=[C:4]([CH:7]=[CH:8][CH:9]=1)[CH:5]=[O:6].[BH4-].[Na+]>CO.C(OCC)C>[F:1][C:2]1[C:3]([O:10][CH3:11])=[C:4]([CH2:5][OH:6])[CH:7]=[CH:8][CH:9]=1 |f:1.2|. Solvent: C(C)OCC (diethyl ether), CO (methanol). Starting materials: C([O-])([O-])=O.[Na+].[Na+] (sodium carbonate), NC(CO)(C)C (2-amino-2-methyl-1-propanol), [OH-].[Na+] (sodium hydroxide), BrC1(CC1)C(=O)Cl (1-bromocyclopropane-carboxylic acid chloride). Run in O (water), C(Cl)Cl (methylene chloride). Conditions: time 8 hour. The product is CC(CO)(C)NC(=O)C1(CC1)Br (1-bromocyclopropanecarboxylic acid-1,1-dimethyl-2-hydroxy-ethylamide). Isolated yield 85.6%. RXN SMILES: [NH2:1][C:2]([CH3:6])([CH3:5])[CH2:3][OH:4].C(=O)([O-])[O-].[Na+].[Na+].[Br:13][C:14]1([C:17](Cl)=[O:18])[CH2:16][CH2:15]1.[OH-].[Na+]>O.C(Cl)Cl>[CH3:5][C:2]([NH:1][C:17]([C:14]1([Br:13])[CH2:16][CH2:15]1)=[O:18])([CH3:6])[CH2:3][OH:4] |f:1.2.3,5.6|. Reported procedure: 1.69 g of 2-amino-2-methyl-1-propanol is introduced into 85 ml of methylene chloride under nitrogen at room temperature, and 2.38 g of sodium carbonate is added to 38 ml of water and then 3.6 g of acid chloride 107. It is stirred overnight at room temperature and then treated with methanolic 2N sodium hydroxide solution. The organic phase is separated, dried on sodium sulfate and concentrated by evaporation. The residue is chromatographed on silica gel with ethyl acetate/hexane, whereby 3.83 g o... The reactants are COC=1C=NC=CC1 (3-methoxypyridine), CS(=O)(=O)O (methanesulfonic acid), C1CS1 (ethylene sulfide). Run in O (water). Run at temperature 60 celsius, time 15 minute. Yields the product CS(=O)(=O)[O-].SCC[N+]1=CC(=CC=C1)OC (1-(2-mercaptoethyl)-3-methoxypyridinium methanesulfonate). The yield is 7.6%. RXN SMILES: [CH3:1][O:2][C:3]1[CH:4]=[N:5][CH:6]=[CH:7][CH:8]=1.[CH3:9][S:10]([OH:13])(=[O:12])=[O:11].[CH2:14]1[S:16][CH2:15]1>O>[CH3:9][S:10]([O-:13])(=[O:12])=[O:11].[SH:16][CH2:15][CH2:14][N+:5]1[CH:6]=[CH:7][CH:8]=[C:3]([O:2][CH3:1])[CH:4]=1 |f:4.5|. Procedure: To precooled (5° C.) 3-methoxypyridine (698 mg, 6.4 mmol) was added dropwise methanesulfonic acid (0.216 mL, 3.05 mmol) and ethylene sulfide (0.19 mL, 3.2 mmol). The mixture was then heated at 60° C. for 18 h, cooled to 20° C., diluted with water (10 mL) and washed with ether (3×10 mL). The aqueous phase was pumped under high vacuum for 15 min and poured on a C18 reverse phase column. The title compound was eluted with water. The appropriate fractions were combined and evaporated under high vacu... The reactants are [N+](=O)([O-])C=1C=NNC1 (4-nitro-1H-pyrazole), BrCCC1=CNC2=CC=C(C=C12)OC (3-(2-bromoethyl)-5-methoxy-1H-indole), C(=O)([O-])[O-].[Cs+].[Cs+] (Cs2CO3), CC#N (MeCN). Solvent: O (water), C(Cl)Cl (DCM), CN(C)C=O (DMF). The product is COC=1C=C2C(=CNC2=CC1)CCN1N=CC(=C1)[N+](=O)[O-] (5-methoxy-3-(2-(4-nitro-1H-pyrazol-1-yl)ethyl)-1H-indole). Reaction SMILES: [N+:1]([C:4]1[CH:5]=[N:6][NH:7][CH:8]=1)([O-:3])=[O:2].Br[CH2:10][CH2:11][C:12]1[C:20]2[C:15](=[CH:16][CH:17]=[C:18]([O:21][CH3:22])[CH:19]=2)[NH:14][CH:13]=1.C([O-])([O-])=O.[Cs+].[Cs+].CC#N>O.C(Cl)Cl.CN(C=O)C>[CH3:22][O:21][C:18]1[CH:19]=[C:20]2[C:15](=[CH:16][CH:17]=1)[NH:14][CH:13]=[C:12]2[CH2:11][CH2:10][N:6]1[CH:5]=[C:4]([N+:1]([O-:3])=[O:2])[CH:8]=[N:7]1 |f:2.3.4|. Reported procedure: A microwave vial was charged with 4-nitro-1H-pyrazole (1.0 g, 8.84 mmol), 3-(2-bromoethyl)-5-methoxy-1H-indole (2.25 g, 8.84 mmol), Cs2CO3 (5.76 g, 17.69 mmol), MeCN (75.0 mL) and DMF (5.0 mL). The tube was sealed and the reaction mixture was irradiated in the microwave to 100° C. for 10 min with cooling. The reaction mixture was diluted with water and DCM, then the org. layer was separated and the aq. layer was extracted with DCM. The combined org. layers were dried (MgSO4), filtered and the so... Starting materials: [Br-], CC[Mg+], CCCCc1nc(=O)c2cc(C=O)ccc2[nH]1, C1CCOC1. Yields the product CCCCc1nc(=O)c2cc(C(O)CC)ccc2[nH]1. Reaction SMILES: [Br-:18].[CH2:19]([CH3:20])[Mg+:21].[CH2:1]([CH2:2][CH2:3][CH3:4])[c:5]1[nH:6][c:7]2[cH:8][cH:9][c:10]([CH:16]=[O:17])[cH:11][c:12]2[c:13](=[O:15])[n:14]1.[O:22]1[CH2:23][CH2:24][CH2:25][CH2:26]1>>[CH2:1]([CH2:2][CH2:3][CH3:4])[c:5]1[nH:6][c:7]2[cH:8][cH:9][c:10]([CH:16]([OH:17])[CH2:19][CH3:20])[cH:11][c:12]2[c:13](=[O:15])[n:14]1. Starting materials: [Cl-].C[SiH](C)C (trimethylsilane chloride), ClC1=NC=NC(=C1)Cl (4,6-dichloropyrimidine), dichlorobistriphenylphosphine palladium, O (water), ClC1=C(CBr)C=CC=C1 (2-chlorobenzyl bromide), solution C, solution C. The reagents and catalysts are [Zn] (zinc), BrC(C)Br (dibromoethane). The solvent is O1CCCC1 (tetrahydrofuran), O1CCCC1 (tetrahydrofuran), O1CCCC1 (tetrahydrofuran). Reaction conditions: time 20 minute. Yields the product ClC1=NC=NC(=C1)CC1=C(C=CC=C1)Cl (4-chloro-6-(2-chlorobenzyl)pyrimidine). The yield is 34.9%. Reaction SMILES: [Cl-].C[SiH](C)C.[Cl:6][C:7]1[CH:14]=[CH:13][CH:12]=[CH:11][C:8]=1[CH2:9]Br.[Cl:15][C:16]1[CH:21]=[C:20](Cl)[N:19]=[CH:18][N:17]=1.O>O1CCCC1.BrC(Br)C.[Zn]>[Cl:15][C:16]1[CH:21]=[C:20]([CH2:9][C:8]2[CH:11]=[CH:12][CH:13]=[CH:14][C:7]=2[Cl:6])[N:19]=[CH:18][N:17]=1 |f:0.1|. Reported procedure: In 10 ml of tetrahydrofuran was suspended 1.3 g of zinc (powder), to which dibromoethane (2 drops) was added. The mixture was heated under reflux for 5 minutes, to which trimethylsilane chloride was added. The mixture was further heated under reflux for 5 minutes, to which a solution of 2.1 g of 2-chlorobenzyl bromide dissolved in 20 ml of tetrahydrofuran was slowly added with heating under reflux, followed by stirring for 20 minutes. (The solution thus obtained is referred to as solution C). In... Yields the product BrCCCCCCOCCCCC#C (6-[(6-Bromohexyl)oxy]-1-hexyne). As a reaction SMILES: [CH2:1]([OH:7])[CH2:2][CH2:3][CH2:4][C:5]#[CH:6].Br[CH2:9][CH2:10][CH2:11][CH2:12][CH2:13][CH2:14][Br:15].[OH-].[Na+]>O>[Br:15][CH2:14][CH2:13][CH2:12][CH2:11][CH2:10][CH2:9][O:7][CH2:1][CH2:2][CH2:3][CH2:4][C:5]#[CH:6] |f:2.3|. Procedure details: A mixture of 5-hexyn-1-ol (5 g), 1,6-dibromohexane (37.29 g), TAB (1 g) and 50% sodium hydroxide solution (20 ml) was stirred under nitrogen for 22 h. The mixture was diluted with water (100 ml) and extracted with diethyl ether (2×150 ml). The combined organic extracts were dried and evaporated in vacuo to give an oil. Purification by FCC eluting with hexane followed by hexane:ether (95:5) gave the title compound as a colourless oil. (7.7 g), t.l.c. (hexane:ether 2:1) Rf 0.80. Conditions: time 22 hour. Run in O (water). Starting materials: C(CCCC#C)O (5-hexyn-1-ol), BrCCCCCCBr (1,6-dibromohexane), [OH-].[Na+] (sodium hydroxide). The reactants are C(#C)C1=CC=C(OCC(=O)OCC)C=C1 (ethyl (4-ethynylphenoxy)acetate), IC1=CC(=CC=C1)C (iodo-3-methylbenzene). Yields the product C1(=CC(=CC=C1)C#CC1=CC=C(OCC(=O)OCC)C=C1)C (Ethyl 2-(4-(m-tolylethynyl)phenoxy)acetate), orange oil. Yield: 93.0%. RXN SMILES: [C:1]([C:3]1[CH:15]=[CH:14][C:6]([O:7][CH2:8][C:9]([O:11][CH2:12][CH3:13])=[O:10])=[CH:5][CH:4]=1)#[CH:2].I[C:17]1[CH:22]=[CH:21][CH:20]=[C:19]([CH3:23])[CH:18]=1>>[C:19]1([CH3:23])[CH:20]=[CH:21][CH:22]=[C:17]([C:2]#[C:1][C:3]2[CH:15]=[CH:14][C:6]([O:7][CH2:8][C:9]([O:11][CH2:12][CH3:13])=[O:10])=[CH:5][CH:4]=2)[CH:18]=1. Procedure: The title compound was prepared from ethyl (4-ethynylphenoxy)acetate (42 mg, 0.21 mmol) and iodo-3-methylbenzene (0.04 mL, 0.31 mmol) according to the general procedure ID to give 56 mg (93%) of an orange oil after purification by flash chromatography (SiO2, EtOAc/hexanes, 1:10). Rf: 0.44 (EtOAc:hexanes, 1:5); 1HNMR (CDCl3) δ 7.61-7.56 (m, 2H), 7.51-7.31 (m, 4H), 7.03-6.88 (m, 2H), 4.75 (s, 2H), 4.43-4.36 (dq, 2H, J=7.2 Hz, 2.1 Hz), 2.47 (s, 3H), 1.44-1.38 (tt, 3H, J=7.2 Hz, 1.5 Hz); 13CNMR (CDC... Starting materials: CCOC(=O)CCC(O)c1cccc(OCc2c(C)cccc2C)c1, C1COCCO1, BrP(Br)Br. Reaction SMILES: [CH3:1][c:2]1[c:3]([CH2:4][O:5][c:6]2[cH:7][c:8]([CH:12]([CH2:13][CH2:14][C:15](=[O:16])[O:17][CH2:18][CH3:19])[OH:20])[cH:9][cH:10][cH:11]2)[c:21]([CH3:25])[cH:22][cH:23][cH:24]1.[O:30]1[CH2:31][CH2:32][O:33][CH2:34][CH2:35]1.[P:26]([Br:27])([Br:28])[Br:29]>>[CH3:1][c:2]1[c:3]([CH2:4][O:5][c:6]2[cH:7][c:8]([CH:12]([CH2:13][CH2:14][C:15](=[O:16])[O:17][CH2:18][CH3:19])[Br:27])[cH:9][cH:10][cH:11]2)[c:21]([CH3:25])[cH:22][cH:23][cH:24]1. The product is CCOC(=O)CCC(Br)c1cccc(OCc2c(C)cccc2C)c1. Starting materials: BrC1=CC=C(C=C1)C1=C(C(=NO1)C)C=O (5-(4-bromo-phenyl)-3-methyl-isoxazole-4-carbaldehyde), C1(CCCCC1)CN (cyclohexanemethylamine). Product: BrC1=CC=C(C=C1)C1=C(C(=NO1)C)CNCC1CCCCC1 ([5-(4-Bromo-phenyl)-3-methyl-isoxazol-4-ylmethyl]-cyclohexylmethyl-amine). RXN SMILES: [Br:1][C:2]1[CH:7]=[CH:6][C:5]([C:8]2[O:12][N:11]=[C:10]([CH3:13])[C:9]=2[CH:14]=O)=[CH:4][CH:3]=1.[CH:16]1([CH2:22][NH2:23])[CH2:21][CH2:20][CH2:19][CH2:18][CH2:17]1>>[Br:1][C:2]1[CH:7]=[CH:6][C:5]([C:8]2[O:12][N:11]=[C:10]([CH3:13])[C:9]=2[CH2:14][NH:23][CH2:22][CH:16]2[CH2:21][CH2:20][CH2:19][CH2:18][CH2:17]2)=[CH:4][CH:3]=1. Procedure: Prepared according to the procedure described in Example 24, Step 1, using 5-(4-bromo-phenyl)-3-methyl-isoxazole-4-carbaldehyde and cyclohexanemethylamine.